From a dataset of the Open Reaction Database (ORD), a public repository of structured organic reaction records. describe an organic reaction: reactants, conditions, products, and yield Reactants: [N+](=O)([O-])C1=CC=C(C=C1)C=1OC=2C(N1)=C(C=CC2)C(=O)N (2-(4-nitrophenyl)benzo[d]oxazole-4-carboxamide). The reagents and catalysts are [Ni] (Ni). The solvent is CO (methanol). Run at time 5 hour. Product: NC1=CC=C(C=C1)C=1OC=2C(N1)=C(C=CC2)C(=O)N (2-(4-aminophenyl)benzo[d]oxazole-4-carboxamide). The yield is 62.8%. RXN SMILES: [N+:1]([C:4]1[CH:9]=[CH:8][C:7]([C:10]2[O:11][C:12]3[C:13](=[C:15]([C:19]([NH2:21])=[O:20])[CH:16]=[CH:17][CH:18]=3)[N:14]=2)=[CH:6][CH:5]=1)([O-])=O>CO.[Ni]>[NH2:1][C:4]1[CH:5]=[CH:6][C:7]([C:10]2[O:11][C:12]3[C:13](=[C:15]([C:19]([NH2:21])=[O:20])[CH:16]=[CH:17][CH:18]=3)[N:14]=2)=[CH:8][CH:9]=1. Procedure: To a mixture of 2-(4-nitrophenyl)benzo[d]oxazole-4-carboxamide (800 mg, 2.83 mmol) in methanol (30 mL) was added Raney Ni (2 g), the mixture was purged into hydrogen and stirred at room temperature for 5 hr. The mixture was filtered, washed with methanol, the filtrate was evaporated under reduced pressure to obtain a solid, purified by silica gel chromatography to give 2-(4-aminophenyl)benzo[d]oxazole-4-carboxamide as a yellow solid (450 mg, yield 63%). 1H-NMR (400 MHz, DMSO-d6) δ 6.16 (s, 2H), ... The reactants are CC1(CC2=CC(=C(C=C2C1)C)C)NC(C1=CC=CC=C1)=O (N-(2,5,6-trimethyl-indan-2-yl)-benzamide), [H-].[H-].[H-].[H-].[Li+].[Al+3] (LiAlH4). Run in C1CCOC1 (THF). The product is C(C1=CC=CC=C1)NC1(CC2=CC(=C(C=C2C1)C)C)C (Benzyl-(2,5,6-trimethyl-indan-2-yl)-amine). Reaction SMILES: [CH3:1][C:2]1([NH:13][C:14](=O)[C:15]2[CH:20]=[CH:19][CH:18]=[CH:17][CH:16]=2)[CH2:10][C:9]2[C:4](=[CH:5][C:6]([CH3:12])=[C:7]([CH3:11])[CH:8]=2)[CH2:3]1.[H-].[H-].[H-].[H-].[Li+].[Al+3]>C1COCC1>[CH2:14]([NH:13][C:2]1([CH3:1])[CH2:10][C:9]2[C:4](=[CH:5][C:6]([CH3:12])=[C:7]([CH3:11])[CH:8]=2)[CH2:3]1)[C:15]1[CH:20]=[CH:19][CH:18]=[CH:17][CH:16]=1 |f:1.2.3.4.5.6|. Procedure details: To a solution of N-(2,5,6-trimethyl-indan-2-yl)-benzamide in THF under nitrogen is added LiAlH4 and the mixture refluxed for 48 hours. Quenched at 0° C. with ice/water and extracted with ether, dried (Na2SO4) and solvent removed in vacuo. Purification by chromatography (silica, ethyl acetate/hexane 1:4) gives a colourless oil. RXN SMILES: [Cl:1][C:2]1[CH:7]=[CH:6][C:5]([Mg]Br)=[CH:4][CH:3]=1.[CH2:10]1[O:13][CH:11]1[CH3:12]>CCOCC.C1COCC1>[Cl:1][C:2]1[CH:7]=[CH:6][C:5]([CH2:10][CH:11]([OH:13])[CH3:12])=[CH:4][CH:3]=1. Yields the product ClC1=CC=C(C=C1)CC(C)O (1-(4-Chlorophenyl)propan-2-ol). The solvent is CCOCC (Et2O), C1CCOC1 (THF), C1CCOC1 (THF). Reported procedure: General Procedure FF: To a THF (5 mL) solution of 1.0 M of 4-chlorophenylmagnesium bromide in Et2O (10.0 mL) was added a solution of propylene oxide (0.87 g, 15 mmol) in THF (5 mL) at −78° C. under nitrogen and stirred. The mixture was slowly warmed to rt. The mixture was quenched with sat. aq NH4Cl (10 mL) and then extracted with EtOAc (50 mL). The organic phase was washed with brine (10 mL) and dried over anhydrous sodium sulfate. The crude material was purified by silica gel chromatography us... Starting materials: ClC1=CC=C(C=C1)[Mg]Br (4-chlorophenylmagnesium bromide), C1C(C)O1 (propylene oxide). Reactants: BrCc1ccccc1, [K+], CN(C)C=O, [OH-], Oc1cccc2[nH]ccc12. Product: c1ccc(COc2cccc3[nH]ccc23)cc1. As a reaction SMILES: [Br:13][CH2:14][c:15]1[cH:16][cH:17][cH:18][cH:19][cH:20]1.[K+:2].[O:21]=[CH:22][N:23]([CH3:24])[CH3:25].[OH-:1].[OH:3][c:4]1[c:5]2[cH:6][cH:7][nH:8][c:9]2[cH:10][cH:11][cH:12]1>>[O:3]([c:4]1[c:5]2[cH:6][cH:7][nH:8][c:9]2[cH:10][cH:11][cH:12]1)[CH2:14][c:15]1[cH:16][cH:17][cH:18][cH:19][cH:20]1.